Dataset: the Open Reaction Database (ORD), a public repository of structured organic reaction records. Task: describe an organic reaction: reactants, conditions, products, and yield The reactants are C([O-])([O-])=O.[K+].[K+] (potassium carbonate), FC1=C2CCC(C2=C(C=C1)O)=O (4-fluoro-7-hydroxy-1-indanone), S(=O)(=O)(OC)OC (dimethyl sulphate). The solvent is CC(=O)C (acetone). The product is FC1=C2CCC(C2=C(C=C1)OC)=O (4-fluoro-7-methoxy-1-indanone). Reaction SMILES: [C:1](=O)([O-])[O-].[K+].[K+].[F:7][C:8]1[CH:16]=[CH:15][C:14]([OH:17])=[C:13]2[C:9]=1[CH2:10][CH2:11][C:12]2=[O:18].S(OC)(OC)(=O)=O>CC(C)=O>[F:7][C:8]1[CH:16]=[CH:15][C:14]([O:17][CH3:1])=[C:13]2[C:9]=1[CH2:10][CH2:11][C:12]2=[O:18] |f:0.1.2|. Reported procedure: In a nitrogen atmosphere, to 300 g powdered potassium carbonate in 1.5 1 of acetone is added 121 g II under stirring, followed by 83 ml of dimethyl sulphate. After heating to reflux for 2 hrs, the solvent is distilled off, water is added and the mixture refluxed for a further hour. Extraction with methylene chloride and evaporation gives 125 g of crude III, which is purified by crystallization from EtOAc, m.p. 118°-120°. Starting materials: FC1=CC=C(C=C1)C(CCCCN1CCC(CC1)C=1C=C(C=CC1)NC(C(C)C)=O)=O (N-(3-{1-[5-(4-fluorophenyl)-5-oxopentyl]-4-piperidinyl}phenyl)-2-methylpropanamide), Cl.FC(OC1=CC=C(C=C1)NN)(F)F (4-(trifluoromethoxy)phenylhydrazine hydrochloride). The product is FC1=CC=C(C=C1)C=1NC2=CC=C(C=C2C1CCCN1CCC(CC1)C=1C=C(C=CC1)NC(C(C)C)=O)OC(F)(F)F (N-[3-(1-{3-[2-(4-FLUOROPHENYL)-5-(TRIFLUOROMETHOXY)-1H-INDOL-3-YL]PROPYL}-4-PIPERIDINYL)PHENYL]-2-METHYLPROPANAMIDE). RXN SMILES: [F:1][C:2]1[CH:7]=[CH:6][C:5]([C:8](=O)[CH2:9][CH2:10][CH2:11][CH2:12][N:13]2[CH2:18][CH2:17][CH:16]([C:19]3[CH:20]=[C:21]([NH:25][C:26](=[O:30])[CH:27]([CH3:29])[CH3:28])[CH:22]=[CH:23][CH:24]=3)[CH2:15][CH2:14]2)=[CH:4][CH:3]=1.Cl.[F:33][C:34]([F:45])([F:44])[O:35][C:36]1[CH:41]=[CH:40][C:39]([NH:42]N)=[CH:38][CH:37]=1>>[F:1][C:2]1[CH:3]=[CH:4][C:5]([C:8]2[NH:42][C:39]3[C:40]([C:9]=2[CH2:10][CH2:11][CH2:12][N:13]2[CH2:18][CH2:17][CH:16]([C:19]4[CH:20]=[C:21]([NH:25][C:26](=[O:30])[CH:27]([CH3:29])[CH3:28])[CH:22]=[CH:23][CH:24]=4)[CH2:15][CH2:14]2)=[CH:41][C:36]([O:35][C:34]([F:33])([F:44])[F:45])=[CH:37][CH:38]=3)=[CH:6][CH:7]=1 |f:1.2|. Procedure details: Prepared by Procedure E and Scheme M using N-(3-{1-[5-(4-fluorophenyl)-5-oxopentyl]-4-piperidinyl}phenyl)-2-methylpropanamide and 4-(trifluoromethoxy)phenylhydrazine hydrochloride: ESMS m/e: 582.9 (M+H)+. Reactants: C(C1=CC=CC=C1)OC(/N=C(\C1=CC=C(C=C1)CNC([C@@H](C1=C(C=C(C=C1)OC)F)OCC)=O)/N)=O ([1-amino-1-(4-{[(R)-2-ethoxy-2-(2-fluoro-4-methoxy-phenyl)-acetylamino]-methyl}-phenyl)-meth-(E)-ylidene]-carbamic acid benzyl ester), CC(=O)O (HOAc). Reagents/catalysts: [Pd] (Pd/C). Run in CCO (EtOH). Yields the product C(C)(=O)O.C(N)(=N)C1=CC=C(CNC([C@@H](C2=C(C=C(C=C2)OC)F)OCC)=O)C=C1 ((R)-N-(4-carbamimidoyl-benzyl)-2-ethoxy-2-(2-fluoro-4-methoxy-phenyl)-acetamide acetate). RXN SMILES: C(OC(=O)/[N:10]=[C:11](/[NH2:35])\[C:12]1[CH:17]=[CH:16][C:15]([CH2:18][NH:19][C:20](=[O:34])[C@H:21]([O:31][CH2:32][CH3:33])[C:22]2[CH:27]=[CH:26][C:25]([O:28][CH3:29])=[CH:24][C:23]=2[F:30])=[CH:14][CH:13]=1)C1C=CC=CC=1.[CH3:37][C:38]([OH:40])=[O:39]>CCO.[Pd]>[C:38]([OH:40])(=[O:39])[CH3:37].[C:11]([C:12]1[CH:13]=[CH:14][C:15]([CH2:18][NH:19][C:20](=[O:34])[C@H:21]([O:31][CH2:32][CH3:33])[C:22]2[CH:27]=[CH:26][C:25]([O:28][CH3:29])=[CH:24][C:23]=2[F:30])=[CH:16][CH:17]=1)(=[NH:10])[NH2:35] |f:4.5|. Procedure details: A solution of [1-amino-1-(4-{[(R)-2-ethoxy-2-(2-fluoro-4-methoxy-phenyl)-acetylamino]-methyl}-phenyl)-meth-(E)-ylidene]-carbamic acid benzyl ester (195 mg) in EtOH (20 ml) was treated with HOAc (0.05 ml) and Pd/C 10% (20 mg) and hydrogenated over night at normal pressure. The catalyst was filtered off, the filtrate was concentrated to give (R)-N-(4-carbamimidoyl-benzyl)-2-ethoxy-2-(2-fluoro-4-methoxy-phenyl)-acetamide acetate (151 mg, 96.3% ee) as white solid. The reactants are [OH-].[Na+] (Sodium hydroxide), Cl (hydrogen chloride), C(C)(C)(C)C=1C=C(C[C@@H]2N(CC[C@H](C2)C(CC(=O)OCC)=O)C(=O)OC)C=C(C1)C(C)(C)C (Trans-methyl 2-(3,5-di-tert-butylbenzyl)-4-(3-ethoxy-3-oxopropanoyl)piperidine-1-carboxylate), NO (Hydroxylamine). The solvent is O (water), O (water), C(Cl)Cl (DCM), CO (MeOH). Reaction conditions: temperature -40 celsius, time 20 minute. Yields the product C(C)(C)(C)C=1C=C(C[C@@H]2N(CC[C@H](C2)C2=CC(NO2)=O)C(=O)OC)C=C(C1)C(C)(C)C (trans-methyl 2-(3,5-di-tert-butylbenzyl)-4-(3-oxo-2,3-dihydroisoxazol-5-yl)piperidine-1-carboxylate). Yield: 105.4%. RXN SMILES: [C:1]([C:5]1[CH:6]=[C:7]([CH:27]=[C:28]([C:30]([CH3:33])([CH3:32])[CH3:31])[CH:29]=1)[CH2:8][C@H:9]1[CH2:14][C@H:13]([C:15](=[O:22])[CH2:16][C:17]([O:19]CC)=O)[CH2:12][CH2:11][N:10]1[C:23]([O:25][CH3:26])=[O:24])([CH3:4])([CH3:3])[CH3:2].[OH-].[Na+].[NH2:36]O.Cl>CO.O.C(Cl)Cl>[C:30]([C:28]1[CH:27]=[C:7]([CH:6]=[C:5]([C:1]([CH3:3])([CH3:4])[CH3:2])[CH:29]=1)[CH2:8][C@H:9]1[CH2:14][C@H:13]([C:15]2[O:22][NH:36][C:17](=[O:19])[CH:16]=2)[CH2:12][CH2:11][N:10]1[C:23]([O:25][CH3:26])=[O:24])([CH3:33])([CH3:32])[CH3:31] |f:1.2|. Reported procedure: Trans-methyl 2-(3,5-di-tert-butylbenzyl)-4-(3-ethoxy-3-oxopropanoyl)piperidine-1-carboxylate (0.734 g, 1.60 mmol) was dissolved in MeOH (5 mL) and cooled to −40° C. under nitrogen. Sodium hydroxide (0.064 g, 1.60 mmol) dissolved in water (0.500 mL) was added during 10 min and the colourless solution continued to stir at −40° C. for 20 min. Hydroxylamine (50% by weight in water, 0.098 mL, 1.60 mmol) was added during 8 min. The resulting solution was stirred at −40° C. for 4 h. The mixture was the... Reactants: FC1=C(C(=O)CC(=O)OCC)C=C(C(=C1C)C=1C=C2CN(CC2=CC1)S(=O)(=O)C1=CC=C(C=C1)C)F (ethyl 2,5-difluoro-3-methyl-4-[2-(p-toluenesulfonyl)isoindolin-5-yl]benzoylacetate), C(C)(=O)OC(C)=O (acetic anhydride), COC(N(C)C)OC (N,N-dimethylformamide dimethyl acetal), Cl.FCCN (2-fluoroethylamine hydrochloride), C[O-].[Na+] (sodium methoxide), C([O-])([O-])=O.[K+].[K+] (potassium carbonate). The solvent is C(Cl)Cl (methylene chloride), C(C)O (ethanol), O (water), CN(C=O)C (N,N-dimethylformamide), C(C)O (ethanol). Run at time 2 hour. Product: FC=1C=C2C(C(=CN(C2=C(C1C=1C=C2CN(CC2=CC1)S(=O)(=O)C1=CC=C(C=C1)C)C)CCF)C(=O)OCC)=O (ethyl 6-fluoro-1-(2-fluoroethyl)-8-methyl-7-[2-(p-toluenesulfonyl)isoindolin-5-yl]-1,4-dihydro-4-oxoquinoline-3-carboxylate). Reaction SMILES: F[C:2]1[C:15]([CH3:16])=[C:14]([C:17]2[CH:18]=[C:19]3[C:23](=[CH:24][CH:25]=2)[CH2:22][N:21]([S:26]([C:29]2[CH:34]=[CH:33][C:32]([CH3:35])=[CH:31][CH:30]=2)(=[O:28])=[O:27])[CH2:20]3)[C:13]([F:36])=[CH:12][C:3]=1[C:4]([CH2:6][C:7]([O:9][CH2:10][CH3:11])=[O:8])=[O:5].C(OC(=O)C)(=O)C.CO[CH:46](OC)[N:47]([CH3:49])C.Cl.[F:53][CH2:54]CN.C[O-].[Na+].C(=O)([O-])[O-].[K+].[K+]>C(Cl)Cl.C(O)C.CN(C)C=O.O>[F:36][C:13]1[CH:12]=[C:3]2[C:2](=[C:15]([CH3:16])[C:14]=1[C:17]1[CH:18]=[C:19]3[C:23](=[CH:24][CH:25]=1)[CH2:22][N:21]([S:26]([C:29]1[CH:34]=[CH:33][C:32]([CH3:35])=[CH:31][CH:30]=1)(=[O:27])=[O:28])[CH2:20]3)[N:47]([CH2:46][CH2:54][F:53])[CH:49]=[C:6]([C:7]([O:9][CH2:10][CH3:11])=[O:8])[C:4]2=[O:5] |f:3.4,5.6,7.8.9|. Procedure details: In 2 ml of methylene chloride was dissolved 200 mg of ethyl 2,5-difluoro-3-methyl-4-[2-(p-toluenesulfonyl)isoindolin-5-yl]benzoylacetate, and to this solution were added 76 mg of acetic anhydride and 90 mg of N,N-dimethylformamide dimethyl acetal, after which the resulting mixture was stirred at room temperature for two hours. Thereafter, the solvent was removed by distillation under reduced pressure. The residue obtained was dissolved in 1 ml of ethanol, and a solution of 58 mg of 2-fluoroethyl... Starting materials: IC=1C=C(C=CC1)N1C(NC(C1)=O)=O (1-(3-Iodophenyl)imidazolidine-2,4-dione), P(=O)([O-])([O-])[O-] (phosphate), BrCC(=O)N (bromoacetamide), [H-].[Na+] (sodium hydride). The solvent is CN(C)C=O (DMF). The product is IC=1C=C(C=CC1)N1C(N(C(C1)=O)CC(=O)N)=O (2-[3-(3-Iodophenyl)-2,5-dioxoimidazolidin-1-yl]acetamide). Isolated yield 77.7%. As a reaction SMILES: [I:1][C:2]1[CH:3]=[C:4]([N:8]2[CH2:12][C:11](=[O:13])[NH:10][C:9]2=[O:14])[CH:5]=[CH:6][CH:7]=1.Br[CH2:16][C:17]([NH2:19])=[O:18].[H-].[Na+].P([O-])([O-])([O-])=O>CN(C=O)C>[I:1][C:2]1[CH:3]=[C:4]([N:8]2[CH2:12][C:11](=[O:13])[N:10]([CH2:16][C:17]([NH2:19])=[O:18])[C:9]2=[O:14])[CH:5]=[CH:6][CH:7]=1 |f:2.3|. Reported procedure: 1-(3-Iodophenyl)imidazolidine-2,4-dione (0.302 g) was taken up in dry DMF (15 ml) and treated with bromoacetamide (0.399 g) and then with sodium hydride (60% oil dispersion, 48 mg). After 3 h pH 6.4 phosphate buffer (50 ml) was added and the reaction mixture extracted with EtOAc (3×25 ml), dried (MgSO4) and evaporated under reduced pressure. Thee residue was purified by Flash chromatography (Merck 9385, EtOAc then 9:1 EtOAc:MeOH) to give the title compound (0.279 g). LCMS RT=2.62 min. The reactants are CN, COc1cc(C(=O)Cl)cc([N+](=O)[O-])c1OC, ClCCl. The product is CNC(=O)c1cc(OC)c(OC)c([N+](=O)[O-])c1. As a reaction SMILES: [CH3:17][NH2:18].[CH3:1][O:2][c:3]1[cH:4][c:5]([C:6](=[O:7])[Cl:8])[cH:9][c:10]([N+:14](=[O:15])[O-:16])[c:11]1[O:12][CH3:13].[Cl:19][CH2:20][Cl:21]>>[CH3:1][O:2][c:3]1[cH:4][c:5]([C:6](=[O:7])[NH:18][CH3:17])[cH:9][c:10]([N+:14](=[O:15])[O-:16])[c:11]1[O:12][CH3:13]. The reactants are NC=1C=C(C=C(C(=O)O)C1)C(=O)O (5 -aminoisophthalic acid), C([O-])(O)=O.[Na+] (sodium bicarbonate), N1=C(Cl)N=C(Cl)N=C1Cl (cyanuric chloride). Run in O (water), [OH-].[Na+] (sodium hydroxide), CC(=O)C (acetone), O (water). Reaction conditions: temperature 10 celsius, time 10 minute. Yields the product [Na+].[Na+].[Na+].[Na+].ClC1=NC(=NC(=N1)NC=1C=C(C=C(C(=O)[O-])C1)C(=O)[O-])NC=1C=C(C=C(C(=O)[O-])C1)C(=O)[O-] (5,5'-[(6-Chloro-s-triazine-2,4-diyl)diimino]-diisophthalic acid tetrasodium salt). Yield: 49.7%. RXN SMILES: [NH2:1][C:2]1[CH:3]=[C:4]([C:11]([OH:13])=[O:12])[CH:5]=[C:6]([CH:10]=1)[C:7]([OH:9])=[O:8].[C:14](=[O:17])([OH:16])[O-].[Na+:18].[N:19]1[C:26](Cl)=[N:25][C:23](Cl)=[N:22][C:20]=1[Cl:21]>O.[OH-].[Na+].CC(C)=O>[Na+:18].[Na+:18].[Na+:18].[Na+:18].[Cl:21][C:20]1[N:19]=[C:26]([NH:1][C:2]2[CH:3]=[C:4]([C:11]([O-:13])=[O:12])[CH:5]=[C:6]([CH:10]=2)[C:7]([O-:9])=[O:8])[N:25]=[C:23]([NH:1][C:2]2[CH:10]=[C:6]([C:7]([O-:9])=[O:8])[CH:5]=[C:4]([CH:3]=2)[C:14]([O-:16])=[O:17])[N:22]=1 |f:1.2,5.6,8.9.10.11.12|. Reported procedure: To a stirred solution of 18.1 g of 5 -aminoisophthalic acid in 200 ml of water plus 38.2 ml of 5 N sodium hydroxide is added 9.2 g of sodium bicarbonate. The solution is cooled to 10° C. in an ice bath, then a solution of 9.2 g of cyanuric chloride in 50 ml of acetone is added. The mixture is stirred at room temperature for 10 minutes, then at 40°-45° C. for 31/2 hours. The solution is allowed to stand at room temperature for 16 hours and is filtered. The filtrate is concentrated to 150 ml and d... Reactants: N(N)C1=NC2=CC=CC=C2C=C1 (2-hydrazinoquinoline), C(C)(OC)([O-])[O-] (methyl orthoacetate), CO (methanol). The solvent is C=1(C(=CC=CC1)C)C (xylene). Product: CC1=NN=C2N1C1=CC=CC=C1C=C2 (1-METHYL-s-TRIAZOLO(4,3-a)QUINOLINE). RXN SMILES: [NH:1]([C:3]1[CH:12]=[CH:11][C:10]2[C:5](=[CH:6][CH:7]=[CH:8][CH:9]=2)[N:4]=1)[NH2:2].[C:13]([O-])([O-])(OC)[CH3:14].CO>C1(C)C(C)=CC=CC=1>[CH3:13][C:14]1[N:4]2[C:5]3[C:10]([CH:11]=[CH:12][C:3]2=[N:1][N:2]=1)=[CH:9][CH:8]=[CH:7][CH:6]=3. Reported procedure: To 2-hydrazinoquinoline (15.9 grams; 0.1 mole) in 70 milliliters xylene was added 13.0 grams (0.11 mole) methyl orthoacetate (13.0 grams; 0.11 mole). The stirred solution was refluxed for four hours, during which the methanol that distilled from the reaction was collected. The reaction mixture was cooled overnight, and filtered to separate the desired 1-methyl-s-triazolo(4,3-a)quinoline product. It was recrystallized from 1-butanol, yield, 9.0 grams, m.p., 166°-7°C.